The task is: describe an organic reaction: reactants, conditions, products, and yield. This data is from the Open Reaction Database (ORD), a public repository of structured organic reaction records. Starting materials: SC1=NN=C(C(N1CC)=O)O (3-mercapto-4-ethyl-5-oxo-6-hydroxy-4,5-dihydro-1,2,4-triazine), [OH-].[Na+] (sodium hydroxide), ClC1=C(C=C(C=C1)Cl)SCC(=O)NC1[C@@H]2N(C(=C(CS2)COC(C)=O)C(=O)O)C1=O (7-(2,5-Dichlorophenylthio)acetamido-3-acetoxymethyl-3-cephem-4-carboxylic acid), [Na] (sodium). The solvent is O (water). The product is ClC1=C(C=C(C=C1)Cl)SCC(=O)NC1[C@@H]2N(C(=C(CS2)CSC2=NN=C(C(N2CC)=O)O)C(=O)O)C1=O (7-(2,5-dichlorophenylthio)acetamido-3-(4-ethyl-5-oxo-6-hydroxy-4,5-dihydro-1,2,4-triazin-3-ylthio)methyl-3-cephem-4-carboxylic acid). As a reaction SMILES: [SH:1][C:2]1[N:7]([CH2:8][CH3:9])[C:6](=[O:10])[C:5]([OH:11])=[N:4][N:3]=1.[OH-].[Na+].[Cl:14][C:15]1[CH:20]=[CH:19][C:18]([Cl:21])=[CH:17][C:16]=1[S:22][CH2:23][C:24]([NH:26][CH:27]1[C:42](=[O:43])[N:29]2[C:30]([C:39]([OH:41])=[O:40])=[C:31]([CH2:34]OC(=O)C)[CH2:32][S:33][C@H:28]12)=[O:25].[Na]>O>[Cl:14][C:15]1[CH:20]=[CH:19][C:18]([Cl:21])=[CH:17][C:16]=1[S:22][CH2:23][C:24]([NH:26][CH:27]1[C:42](=[O:43])[N:29]2[C:30]([C:39]([OH:41])=[O:40])=[C:31]([CH2:34][S:1][C:2]3[N:7]([CH2:8][CH3:9])[C:6](=[O:10])[C:5]([OH:11])=[N:4][N:3]=3)[CH2:32][S:33][C@H:28]12)=[O:25] |f:1.2,^1:43|. Procedure details: To 12 ml. of water were added with stirring 571 mg. of 3-mercapto-4-ethyl-5-oxo-6-hydroxy-4,5-dihydro-1,2,4-triazine. The pH of the resulting mixture was 2.3 and was adjusted to 6.6 by addition of 2.9 ml. of 1 N sodium hydroxide. 7-(2,5-Dichlorophenylthio)acetamido-3-acetoxymethyl-3-cephem-4-carboxylic acid, sodium salt (1.54 g., 3 mmol.) was added, and the resulting mixture was treated in accordance with the procedure described in Example 8 to obtain 7-(2,5-dichlorophenylthio)acetamido-3-(4-eth... The reactants are O (water), C(=O)(O)[O-].[Na+] (NaHCO3), COC=1C=C(C=CC1)N1C(C(C2=CC=CC=C12)=CN(C)C)=O (1-(3-Methoxyphenyl)-3-(dimethylaminomethylene)-2(1H,3H)-indolone), B(Br)(Br)Br (Boron tribromide). The solvent is C(Cl)Cl (CH2Cl2), C(Cl)Cl (CH2Cl2). Reaction conditions: time 20 minute. The product is OC=1C=C(C=CC1)N1C(C(C2=CC=CC=C12)=CN(C)C)=O (1-(3-Hydroxyphenyl)-3-(dimethylaminomethylene)-2(1H,3H)-indolone). As a reaction SMILES: C[O:2][C:3]1[CH:4]=[C:5]([N:9]2[C:17]3[C:12](=[CH:13][CH:14]=[CH:15][CH:16]=3)[C:11](=[CH:18][N:19]([CH3:21])[CH3:20])[C:10]2=[O:22])[CH:6]=[CH:7][CH:8]=1.B(Br)(Br)Br.O.C([O-])(O)=O.[Na+]>C(Cl)Cl>[OH:2][C:3]1[CH:4]=[C:5]([N:9]2[C:17]3[C:12](=[CH:13][CH:14]=[CH:15][CH:16]=3)[C:11](=[CH:18][N:19]([CH3:20])[CH3:21])[C:10]2=[O:22])[CH:6]=[CH:7][CH:8]=1 |f:3.4|. Reported procedure: Under nitrogen, a solution of title product of Example C1 (0.468 g, 1.59 mmoles) in 5 ml CH2Cl2 was cooled to -78°. Boron tribromide (0.45 ml, 4.77 mmoles) was added. After stirring 20 minutes at -78°, the reaction mixture was allowed to warm to room temperature, stirred 2 hours, diluted with 25 ml. of water and then 20 ml CH2Cl2, stirred 15 minutes, and the pH adjusted to 6-7 with saturated NaHCO3. The aqueous layer was separated and extracted 2×25 ml CH2Cl2. The three organic layers were combi... Reactants: ClC1=C(C=NC2=CC(=C(C=C12)OC)OC)C#N (4-chloro-6,7-dimethoxy-3-quinolinecarbonitrile), Cl.N1=CC=CC=C1 (pyridine hydrochloride), NC1=C(C=CC=C1Cl)O (2-amino-chlorophenol). Run in C(C)OCCO (2-ethoxyethanol). Yields the product ClC=1C=CC(=C(C1)NC1=C(C=NC2=CC(=C(C=C12)OC)OC)C#N)O (4-(5-Chloro-2-hydroxy-phenylamino)-6,7-dimethoxy-quinoline-3-carbonitrile). The yield is 91.7%. Reaction SMILES: Cl[C:2]1[C:11]2[C:6](=[CH:7][C:8]([O:14][CH3:15])=[C:9]([O:12][CH3:13])[CH:10]=2)[N:5]=[CH:4][C:3]=1[C:16]#[N:17].[ClH:18].N1C=CC=CC=1.[NH2:25][C:26]1[C:31](Cl)=[CH:30][CH:29]=[CH:28][C:27]=1[OH:33]>C(OCCO)C>[Cl:18][C:30]1[CH:29]=[CH:28][C:27]([OH:33])=[C:26]([NH:25][C:2]2[C:11]3[C:6](=[CH:7][C:8]([O:14][CH3:15])=[C:9]([O:12][CH3:13])[CH:10]=3)[N:5]=[CH:4][C:3]=2[C:16]#[N:17])[CH:31]=1 |f:1.2|. Reported procedure: Using an analogous procedure to that described in Example 286, 248.7 mg (1 mmol) of 4-chloro-6,7-dimethoxy-3-quinolinecarbonitrile in 15 mL of 2-ethoxyethanol and in the presence of 115.6 mg (1 mmol) of pyridine hydrochloride was reacted with 172.3 mg (1.2 mmol) of 2-amino-chlorophenol to give 326.4 mg (91.9%) of the product as a yellow solid, m.p.>250° C., mass (electrospray, m/e): M+H 355.8. Reactants: [N+](=O)([O-])C=1C=C2C(C(=O)OC2=O)=CC1 (4-nitrophthalic anhydride), [F-].[K+] (potassium fluoride), C1COC2=CC=CC=C2OCCOCCOC3=CC=CC=C3OCCO1 (dibenzo-18-crown-6), C(C)#N (acetonitrile). Run in C(Cl)Cl (methylene chloride). Conditions: temperature 82 celsius. The product is FC=1C=C2C(C(=O)OC2=O)=CC1 (4-fluorophthalic anhydride). Yield: 75.3%. Reaction SMILES: [F-:1].[K+].C1OCCOC2C(=CC=CC=2)OCCOCCOC2C(=CC=CC=2)OC1.C(#N)C.[N+]([C:35]1[CH:36]=[C:37]2[C:42](=[O:43])[O:41][C:39](=[O:40])[C:38]2=[CH:44][CH:45]=1)([O-])=O>C(Cl)Cl>[F:1][C:35]1[CH:36]=[C:37]2[C:42](=[O:43])[O:41][C:39](=[O:40])[C:38]2=[CH:44][CH:45]=1 |f:0.1|. Reported procedure: To a reaction vessel equipped with a reflux condenser, nitrogen inlet and oil bath were introduced 2.008 grams (0.035 mol) anhydrous potassium fluoride, 0.458 gram (0.0013 mol) dibenzo-18-crown-6, and 20 ml. dry acetonitrile. This mixture was refluxed at about 82°C. for 30 minutes, and thereafter 3.011 grams (0.016 mol) 4-nitrophthalic anhydride was added and the mixture refluxed for an additional 43 hours. After cooling to room temperature, methylene chloride was added to the reaction mixture, ... The reactants are O=C1N(CCCN2N=C3C=CC=CC3=C21)CC2CCN(CC2)C(=O)OC(C)(C)C (tert-butyl 4-[(1-oxo-4,5-dihydro-1H-[1,4]diazepino[1,2-b]indazol-2(3H)-yl)methyl]piperidine-1-carboxylate), C(CC1=CC=CC=C1)Br (phenethyl bromide). Product: C(CC1=CC=CC=C1)N1CCC(CC1)CN1C(C=2N(N=C3C=CC=CC23)CCC1)=O (2-[(1-phenethylpiperidin-4-yl)methyl]-2,3,4,5-tetrahydro-1H-[1,4]diazepino[1,2-b]indazol-1-one). As a reaction SMILES: [O:1]=[C:2]1[C:15]2[N:7]([N:8]=[C:9]3[C:14]=2[CH:13]=[CH:12][CH:11]=[CH:10]3)[CH2:6][CH2:5][CH2:4][N:3]1[CH2:16][CH:17]1[CH2:22][CH2:21][N:20]([C:23](OC(C)(C)C)=O)[CH2:19][CH2:18]1.C(Br)[CH2:31][C:32]1[CH:37]=[CH:36][CH:35]=[CH:34][CH:33]=1>>[CH2:23]([N:20]1[CH2:19][CH2:18][CH:17]([CH2:16][N:3]2[CH2:4][CH2:5][CH2:6][N:7]3[N:8]=[C:9]4[C:14]([CH:13]=[CH:12][CH:11]=[CH:10]4)=[C:15]3[C:2]2=[O:1])[CH2:22][CH2:21]1)[CH2:31][C:32]1[CH:37]=[CH:36][CH:35]=[CH:34][CH:33]=1. Procedure details: The product was prepared using the method described in example 2e), using tert-butyl 4-[(1-oxo-4,5-dihydro-1H-[1,4]diazepino[1,2-b]indazol-2(3H)-yl)methyl]piperidine-1-carboxylate (example 16a) and phenethyl bromide as reagents. The product was purified by flash chromatography on silica gel, using the mixture chloroform:methanol in a ratio of 95:5 as eluent. Thus, 223 mg of 2-[(1-phenethylpiperidin-4-yl)methyl]-2,3,4,5-tetrahydro-1H-[1,4]diazepino[1,2-b]indazol-1-one were obtained.